This data is from the Open Reaction Database (ORD), a public repository of structured organic reaction records. The task is: describe an organic reaction: reactants, conditions, products, and yield Starting materials: COc1ccc(S(=O)(=O)Cl)cc1, NCCCCC(NC(=O)OCC1c2ccccc2-c2ccccc21)C(=O)O. The product is COc1ccc(S(=O)(=O)NCCCCC(NC(=O)OCC2c3ccccc3-c3ccccc32)C(=O)O)cc1. Reaction SMILES: [CH3:28][O:29][c:30]1[cH:31][cH:32][c:33]([S:36](=[O:37])(=[O:38])[Cl:39])[cH:34][cH:35]1.[cH:1]1[cH:2][cH:3][cH:4][c:5]2[c:13]1[CH:12]([CH2:14][O:15][C:16](=[O:17])[NH:18][CH:19]([CH2:20][CH2:21][CH2:22][CH2:23][NH2:24])[C:25](=[O:26])[OH:27])[c:11]1[c:6]-2[cH:7][cH:8][cH:9][cH:10]1>>[cH:1]1[cH:2][cH:3][cH:4][c:5]2[c:13]1[CH:12]([CH2:14][O:15][C:16](=[O:17])[NH:18][CH:19]([CH2:20][CH2:21][CH2:22][CH2:23][NH:24][S:36]([c:33]1[cH:32][cH:31][c:30]([O:29][CH3:28])[cH:35][cH:34]1)(=[O:37])=[O:38])[C:25](=[O:26])[OH:27])[c:11]1[c:6]-2[cH:7][cH:8][cH:9][cH:10]1. Starting materials: ClCCl, CI, O=[N+]([O-])c1ccc2c(c1)C(n1ccccc1=S)=CC(CF)(CF)O2, [H-], N#CN, [Na+], C1CCOC1. The product is N#CN=c1ccccn1C1=CC(CF)(CF)Oc2ccc([N+](=O)[O-])cc21. As a reaction SMILES: [CH2:32]([Cl:33])[Cl:34].[CH3:25][I:26].[F:1][CH2:2][C:3]1([CH2:23][F:24])[O:4][c:5]2[c:6]([cH:16][c:17]([N+:20](=[O:21])[O-:22])[cH:18][cH:19]2)[C:7]([n:9]2[c:10](=[S:15])[cH:11][cH:12][cH:13][cH:14]2)=[CH:8]1.[H-:30].[NH2:27][C:28]#[N:29].[Na+:31].[O:35]1[CH2:36][CH2:37][CH2:38][CH2:39]1>>[F:1][CH2:2][C:3]1([CH2:23][F:24])[O:4][c:5]2[c:6]([cH:16][c:17]([N+:20](=[O:21])[O-:22])[cH:18][cH:19]2)[C:7]([n:9]2[c:10](=[N:29][C:28]#[N:27])[cH:11][cH:12][cH:13][cH:14]2)=[CH:8]1. The reactants are CCc1cc(C(=O)O)c(S(N)(=O)=O)o1, Cc1ccccc1, ClP(Cl)(Cl)(Cl)Cl. The product is CCc1cc2c(o1)S(=O)(=O)NC2=O. As a reaction SMILES: [CH2:1]([CH3:2])[c:3]1[cH:4][c:5]([C:12](=[O:13])[OH:14])[c:6]([S:8]([NH2:9])(=[O:10])=[O:11])[o:7]1.[CH3:21][c:22]1[cH:23][cH:24][cH:25][cH:26][cH:27]1.[Cl:15][P:16]([Cl:17])([Cl:18])([Cl:19])[Cl:20]>>[CH2:1]([CH3:2])[c:3]1[cH:4][c:5]2[c:6]([o:7]1)[S:8](=[O:10])(=[O:11])[NH:9][C:12]2=[O:14]. Starting materials: [N+](=O)([O-])CC(CCCCCCCC)O (1-nitro-2-decanol), C(C)(=O)[O-].[Ca+2].C(C)(=O)[O-] (calcium acetate). Run in C(C)(=O)O (acetic acid). Reaction conditions: temperature 118 celsius. Product: C(C)(=O)OC(C(=O)O)CCCCCCCC (2-acetoxydecanoic acid). Isolated yield 92.9%. As a reaction SMILES: [N+]([CH2:4][CH:5](O)[CH2:6][CH2:7][CH2:8][CH2:9][CH2:10][CH2:11]CC)([O-])=O.[C:15]([O-:18])(=[O:17])[CH3:16].[Ca+2].[C:20]([O-:23])(=[O:22])[CH3:21]>C(O)(=O)C>[C:15]([O:18][CH:21]([CH2:4][CH2:5][CH2:6][CH2:7][CH2:8][CH2:9][CH2:10][CH3:11])[C:20]([OH:23])=[O:22])(=[O:17])[CH3:16] |f:1.2.3|. Procedure details: To 10.0 grams (0.05 mole) of 1-nitro-2-decanol and 7.9 grams (0.05 mole) of calcium acetate maintained at 10° C. was added 100 millilliters of acetic acid. Heating for 6 hours at 118° C. and extracting as in Example 1 above, provided 10.7 grams (approximately 90% yield) of 2-acetoxydecanoic acid.